From a dataset of the Open Reaction Database (ORD), a public repository of structured organic reaction records. describe an organic reaction: reactants, conditions, products, and yield Reactants: C(CCCCC(=O)O)(=O)O (adipic acid), C(CC(C)O)O (1,3-butanediol), C(CCC)O (n-butanol), C(CCC)O (butanol). Reagents/catalysts: [OH-].[OH-].[OH-].[OH-].[Ti+4] (titanium tetrahydroxide). The solvent is C1(=CC=CC=C1)C (toluene). Conditions: time 14 hour. Product: C(CCCCC(=O)OCCCC)(=O)OCCCC (dibutyl adipate). Isolated yield 50.3%. As a reaction SMILES: [C:1]([OH:10])(=[O:9])[CH2:2][CH2:3][CH2:4][CH2:5][C:6]([OH:8])=[O:7].[CH2:11](O)[CH2:12][CH:13](O)[CH3:14].[CH2:17](O)[CH2:18][CH2:19][CH3:20]>[OH-].[OH-].[OH-].[OH-].[Ti+4].C1(C)C=CC=CC=1>[C:1]([O:10][CH2:17][CH2:18][CH2:19][CH3:20])(=[O:9])[CH2:2][CH2:3][CH2:4][CH2:5][C:6]([O:8][CH2:11][CH2:12][CH2:13][CH3:14])=[O:7] |f:3.4.5.6.7|. Procedure: To a (2:1:2 mol) mixture of one mol (146 g) of adipic acid, 0.5 mol (45 g) of 1,3-butanediol and 1 mol (72 g) of n-butanol, were added 0.5 g of titanium tetrahydroxide and 60 ml of toluene, and dehydrating esterification was carried out. When acid value was decreased to 6 after 14 hours, 72 g (1 mol) of butanol was added and dehydrating esterification reaction was carried out until an acid value becomes 0.3. After a treatment for catalyst removal, distillation was carried out under reduced press... The reactants are C(C)(=O)N1CCN(CC1)C(=O)Cl (1-Acetyl-4-chlorocarbonylpiperazine), C(=O)(Cl)Cl (phosgene). Run in C1(=CC=CC=C1)C (toluene). Yields the product Cl.C(C)(=O)N1CCNCC1 (1-acetylpiperazine hydrochloride). Reaction SMILES: [C:1]([N:4]1[CH2:9][CH2:8][N:7](C([Cl:12])=O)[CH2:6][CH2:5]1)(=[O:3])[CH3:2].C(Cl)(Cl)=O>C1(C)C=CC=CC=1>[ClH:12].[C:1]([N:4]1[CH2:9][CH2:8][NH:7][CH2:6][CH2:5]1)(=[O:3])[CH3:2] |f:3.4|. Reported procedure: 1-Acetyl-4-chlorocarbonylpiperazine can be prepared by the action of phosgene (9.9 g.) on 1-acetylpiperazine (25.6 g.) in anhydrous toluene (75 cc.) for 1 hour at 2° C. The 1-acetylpiperazine hydrochloride formed during the reaction is filtered off and washed with anhydrous toluene (50 cc.). The toluene filtrate is evaporated to dryness under reduced pressure (20 mm.Hg) to give 1-acetyl-4-chlorocarbonylpiperazine (14.0 g.) in the form of an oil.